Dataset: the Open Reaction Database (ORD), a public repository of structured organic reaction records. Task: describe an organic reaction: reactants, conditions, products, and yield The reactants are S1N=CN=C1NS(=O)(=O)C1=CC=C(C(=O)O)C=C1 (4-[(1,2,4-thiadiazol-5-ylamino)sulfonyl]benzoic acid), FC=1C=C(CN)C=CC1C(F)(F)F (3-fluoro-4-(trifluoromethyl)benzylamine). Product: FC=1C=C(CNC(C2=CC=C(C=C2)S(=O)(=O)NC2=NC=NS2)=O)C=CC1C(F)(F)F (N-[3-fluoro-4-(trifluoromethyl)benzyl]-4-[(1,2,4-thiadiazol-5-ylamino)sulfonyl]benzamide). Reaction SMILES: [S:1]1[C:5]([NH:6][S:7]([C:10]2[CH:18]=[CH:17][C:13]([C:14]([OH:16])=O)=[CH:12][CH:11]=2)(=[O:9])=[O:8])=[N:4][CH:3]=[N:2]1.[F:19][C:20]1[CH:21]=[C:22]([CH:25]=[CH:26][C:27]=1[C:28]([F:31])([F:30])[F:29])[CH2:23][NH2:24]>>[F:19][C:20]1[CH:21]=[C:22]([CH:25]=[CH:26][C:27]=1[C:28]([F:29])([F:30])[F:31])[CH2:23][NH:24][C:14](=[O:16])[C:13]1[CH:12]=[CH:11][C:10]([S:7]([NH:6][C:5]2[S:1][N:2]=[CH:3][N:4]=2)(=[O:8])=[O:9])=[CH:18][CH:17]=1. Procedure details: The title compound was prepared from 4-[(1,2,4-thiadiazol-5-ylamino)sulfonyl]benzoic acid (Preparation 29) and 3-fluoro-4-(trifluoromethyl)benzylamine following the procedure described in Example 309. The reaction mixture was extracted from saturated sodium hydrogen carbonate into DCM and the crude product purified by preparative HPLC.